From a dataset of the Open Reaction Database (ORD), a public repository of structured organic reaction records. describe an organic reaction: reactants, conditions, products, and yield The reactants are P(C(C)(C)C)(C(C)(C)C)C(C)(C)C (P(t-Bu)3), BrC1=CC=C2C=CN(C2=C1)CCN(C)C (6-bromo-1-((N,N-dimethylamino)ethyl)-1H-indole), NC1CNCC1 (3-aminopyrrolidine), CC(C)([O-])C.[Na+] (sodium t-butoxide). The reagents and catalysts are C(C)(=O)[O-].[Pd+2].C(C)(=O)[O-] (palladium acetate), [Pd] (Pd). The solvent is C=1(C(=CC=CC1)C)C (xylene). Run at temperature 120 celsius. Yields the product NC1CN(CC1)C1=CC=C2C=CN(C2=C1)CCN(C)C (6-[3-Aminopyrrolidin-1-yl]-1-((N,N-dimethylamino)ethyl)-1H-indole). RXN SMILES: Br[C:2]1[CH:10]=[C:9]2[C:5]([CH:6]=[CH:7][N:8]2[CH2:11][CH2:12][N:13]([CH3:15])[CH3:14])=[CH:4][CH:3]=1.[NH2:16][CH:17]1[CH2:21][CH2:20][NH:19][CH2:18]1.CC(C)([O-])C.[Na+].P(C(C)(C)C)(C(C)(C)C)C(C)(C)C>C1(C)C(C)=CC=CC=1.C([O-])(=O)C.[Pd+2].C([O-])(=O)C.[Pd]>[NH2:16][CH:17]1[CH2:21][CH2:20][N:19]([C:2]2[CH:10]=[C:9]3[C:5]([CH:6]=[CH:7][N:8]3[CH2:11][CH2:12][N:13]([CH3:15])[CH3:14])=[CH:4][CH:3]=2)[CH2:18]1 |f:2.3,6.7.8|. Procedure details: To a mixture of the 6-bromo-1-((N,N-dimethylamino)ethyl)-1H-indole (54 mg, 0.2 mmol), 3-aminopyrrolidine (6 equiv.) and sodium t-butoxide (1.4 equiv.) in xylene was added palladium acetate and P(t-Bu)3 (P/Pd=4). The mixture was heated at 120° C. overnight. The reaction was then poured into ice-cold water followed by extraction with ethyl acetate (2×50 mL). The combined organic extracts were washed with brine, and dried over Na2SO4 (anhydrous). The organic layer was concentrated in vacuo and puri... The reactants are Solution A, C(C1=CC=CC=C1)OC(=O)N1C(CC1)=O (benzyloxycarbonyl-azetidinon), ClS(=O)(=O)N=C=O (chlorosulfonyl isocyanate). Run in C(C)OC(C)=O (ethylacetate). Product: C(N)(OCC1=CC=CC=C1)=O (carbamic acid, phenylmethyl ester). Reaction SMILES: [CH2:1]([O:8][C:9]([N:11]1CCC1=O)=[O:10])[C:2]1[CH:7]=[CH:6][CH:5]=[CH:4][CH:3]=1.ClS(N=C=O)(=O)=O>C(OC(=O)C)C>[C:9](=[O:10])([O:8][CH2:1][C:2]1[CH:3]=[CH:4][CH:5]=[CH:6][CH:7]=1)[NH2:11]. Procedure details: Solution A 1.99 g benzyloxycarbonyl-azetidinon and 1.29 g chlorosulfonyl isocyanate were stirred for 1 hour in 50 ml ethylacetate at 5° C. A solution of (S)-[1[[chlorosulfonyl)amino]carbonyl]-2-oxo-3-azetidinyl]carbamic acid, phenylmethyl ester was obtained. Reactants: CC(C)(C)c1nc(CCl)co1, CCOP(OCC)OCC. The product is CCOP(=O)(Cc1coc(C(C)(C)C)n1)OCC. RXN SMILES: [C:1]([CH3:2])([CH3:3])([CH3:4])[c:5]1[o:6][cH:7][c:8]([CH2:10][Cl:11])[n:9]1.[P:12]([O:13][CH2:14][CH3:15])([O:16][CH2:17][CH3:18])[O:19][CH2:20][CH3:21]>>[C:1]([CH3:2])([CH3:3])([CH3:4])[c:5]1[o:6][cH:7][c:8]([CH2:10][P:12]([O:13][CH2:14][CH3:15])([O:16][CH2:17][CH3:18])=[O:19])[n:9]1. The reactants are CCOC(=O)CN(C)c1ccncc1, Cl, C1COCCO1. RXN SMILES: [CH3:1][N:2]([c:3]1[cH:4][cH:5][n:6][cH:7][cH:8]1)[CH2:9][C:10](=[O:11])[O:12][CH2:13][CH3:14].[ClH:15].[O:16]1[CH2:17][CH2:18][O:19][CH2:20][CH2:21]1>>[CH3:1][N:2]([c:3]1[cH:4][cH:5][n:6][cH:7][cH:8]1)[CH2:9][C:10](=[O:11])[OH:12].[ClH:15]. Yields the product CN(CC(=O)O)c1ccncc1, Cl. Conditions: time 12 hour. Procedure: Treatment of (±)-(5-chloro-7-isopropyl-4-methyl-2,3-dihydro-1-benzofuran-2-yl)methyl 4-methylbenzenesulfonate (6.64 g, 16.8 mmol) with sodium azide (3.28 g, 50.4 mmol) generally according to the procedure described for Intermediate 98 afforded (±)-2-(azidomethyl)-5-chloro-7-isopropyl-4-methyl-2,3-dihydro-1-benzofuran. To a solution of (±)-2-(azidomethyl)-5-chloro-7-isopropyl-4-methyl-2,3-dihydro-1-benzofuran (4.44 g, 16.71 mmol) in tetrahydrofuran (100 mL) was added triphenylphoshine (5.25 g, 20... Reaction SMILES: CC1C=CC(S(OCC2CC3C(C)=C(Cl)C=C(C(C)C)C=3O2)(=O)=O)=CC=1.[N-]=[N+]=[N-].[Na+].[N:31]([CH2:34][CH:35]1[CH2:39][C:38]2[C:40]([CH3:48])=[C:41]([Cl:47])[CH:42]=[C:43]([CH:44]([CH3:46])[CH3:45])[C:37]=2[O:36]1)=[N+]=[N-].C1(P(C2C=CC=CC=2)C2C=CC=CC=2)C=CC=CC=1.Cl>O1CCCC1.C(O)(C)C.O>[Cl:47][C:41]1[CH:42]=[C:43]([CH:44]([CH3:46])[CH3:45])[C:37]2[O:36][CH:35]([CH2:34][NH2:31])[CH2:39][C:38]=2[C:40]=1[CH3:48] |f:1.2|. Reactants: N(=[N+]=[N-])CC1OC2=C(C1)C(=C(C=C2C(C)C)Cl)C ((±)-2-(azidomethyl)-5-chloro-7-isopropyl-4-methyl-2,3-dihydro-1-benzofuran), C1(=CC=CC=C1)P(C1=CC=CC=C1)C1=CC=CC=C1 (triphenylphoshine), CC1=CC=C(C=C1)S(=O)(=O)OCC1OC2=C(C1)C(=C(C=C2C(C)C)Cl)C ((±)-(5-chloro-7-isopropyl-4-methyl-2,3-dihydro-1-benzofuran-2-yl)methyl 4-methylbenzenesulfonate), N(=[N+]=[N-])CC1OC2=C(C1)C(=C(C=C2C(C)C)Cl)C ((±)-2-(azidomethyl)-5-chloro-7-isopropyl-4-methyl-2,3-dihydro-1-benzofuran), Cl (hydrogen chloride), [N-]=[N+]=[N-].[Na+] (sodium azide), Intermediate 98. Solvent: O1CCCC1 (tetrahydrofuran), O (water), C(C)(C)O (isopropanol). Isolated yield 88.0%. The product is ClC=1C=C(C2=C(CC(O2)CN)C1C)C(C)C ((±)-1-(5-chloro-7-isopropyl-4-methyl-2,3-dihydro-1-benzofuran-2-yl)methanamine). Starting materials: COC(C1=C(C=C(C=C1)F)[N+](=O)[O-])=O (4-fluoro-2-nitro-benzoic acid methyl ester), Cl.CNC (dimethylamine hydrochloride), C([O-])([O-])=O.[K+].[K+] (potassium carbonate). Run in CS(=O)C (dimethylsulphoxid). Run at temperature 60 celsius, time 7 hour. Product: COC(C1=C(C=C(C=C1)N(C)C)[N+](=O)[O-])=O (4-Dimethylamino-2-nitro-benzoic acid methyl ester). Yield: 61.0%. As a reaction SMILES: [CH3:1][O:2][C:3](=[O:14])[C:4]1[CH:9]=[CH:8][C:7](F)=[CH:6][C:5]=1[N+:11]([O-:13])=[O:12].Cl.[CH3:16][NH:17][CH3:18].C(=O)([O-])[O-].[K+].[K+]>CS(C)=O>[CH3:1][O:2][C:3](=[O:14])[C:4]1[CH:9]=[CH:8][C:7]([N:17]([CH3:18])[CH3:16])=[CH:6][C:5]=1[N+:11]([O-:13])=[O:12] |f:1.2,3.4.5|. Reported procedure: To a stirred solution of 4.48 g (22.5 mmol) 4-fluoro-2-nitro-benzoic acid methyl ester (J. Fluorine Chem.; 63; 1-2; (1993); 25-30) and 60.0 ml dimethylsulphoxid were added 2.23 g (27.0 mmol) dimethylamine hydrochloride and 6.54 g (47.3 mmol) potassium carbonate. The reaction mixture was stirred for 7 h at 60° C. in an autoclave and was reduced with high vacuum rotation evaporator at 65° C. The residue was diluted with dichloromethane, washed twice with water. The combined water phases were extra... Reactants: [Ag+], CC(=O)C(Cc1ccc(-n2cccn2)cc1)C(=O)SC(C)(C)C, COCCOC, O=C([O-])C(F)(F)F, Nc1cc(O)ccc1Cl. The product is CC(=O)C(Cc1ccc(-n2cccn2)cc1)C(=O)Nc1cc(O)ccc1Cl. Reaction SMILES: [Ag+:46].[C:10]([S:11][C:15]([CH:16]([C:17]([CH3:18])=[O:19])[CH2:20][c:21]1[cH:22][cH:23][c:24](-[n:27]2[n:28][cH:29][cH:30][cH:31]2)[cH:25][cH:26]1)=[O:32])([CH3:12])([CH3:13])[CH3:14].[CH3:33][O:34][CH2:35][CH2:36][O:37][CH3:38].[F:39][C:40]([F:41])([F:42])[C:43]([O-:44])=[O:45].[NH2:1][c:2]1[cH:3][c:4]([OH:9])[cH:5][cH:6][c:7]1[Cl:8]>>[NH:1]([c:2]1[cH:3][c:4]([OH:9])[cH:5][cH:6][c:7]1[Cl:8])[C:15]([CH:16]([C:17]([CH3:18])=[O:19])[CH2:20][c:21]1[cH:22][cH:23][c:24](-[n:27]2[n:28][cH:29][cH:30][cH:31]2)[cH:25][cH:26]1)=[O:32].